Dataset: the Open Reaction Database (ORD), a public repository of structured organic reaction records. Task: describe an organic reaction: reactants, conditions, products, and yield Starting materials: Cl.CNC (Dimethylamine hydrochloride), C(=O)(OC(C)(C)C)N[C@@H](CC1=CC=C(C=C1)O)C(=O)O (Boc-L-tyrosine). Run in ClCCl.CN(C)C=O (dichloromethane DMF). The product is C(C)(C)(C)OC(N[C@@H](CC1=CC=C(C=C1)O)C(N(C)C)=O)=O ((S)-[1-Dimethylcarbamoyl-2-(4-hydroxy-phenyl)-ethyl]-carbamic acid tert-butyl ester). As a reaction SMILES: Cl.[CH3:2][NH:3][CH3:4].[C:5]([NH:12][C@H:13]([C:22]([OH:24])=O)[CH2:14][C:15]1[CH:20]=[CH:19][C:18]([OH:21])=[CH:17][CH:16]=1)([O:7][C:8]([CH3:11])([CH3:10])[CH3:9])=[O:6]>ClCCl.CN(C=O)C>[C:8]([O:7][C:5](=[O:6])[NH:12][C@H:13]([C:22](=[O:24])[N:3]([CH3:4])[CH3:2])[CH2:14][C:15]1[CH:20]=[CH:19][C:18]([OH:21])=[CH:17][CH:16]=1)([CH3:11])([CH3:10])[CH3:9] |f:0.1,3.4|. Procedure: Dimethylamine hydrochloride (79 mmol) and Boc-L-tyrosine (66 mmol) were coupled according to Procedure A (0-25° C. reaction temperature, 12:1 dichloromethane/DMF reaction solvent, 60 hour reaction time) and the product purified by chromatography on silica gel eluted with 10, 20, 30, 50 and 70% ethyl acetate in hexanes. Yield 20.6 g, 102%; HPLC (60/40) 3.21 minutes (96%).